This data is from the Open Reaction Database (ORD), a public repository of structured organic reaction records. The task is: describe an organic reaction: reactants, conditions, products, and yield Starting materials: O=C[C@H](O)[C@@H](O)[C@H](O)[C@H](O)CO (D-glucose), NC1=CC=C(C(=O)O)C=C1 (p-amino-benzoic acid). The reagents and catalysts are [Ni] (Raney nickel). The product is OC(CNC1=CC=C(C(=O)O)C=C1)C(C(C(CO)O)O)O (N-(2,3,4,5,6-pentahydroxy-hexyl)-p-amino-benzoic acid). As a reaction SMILES: O=[CH:2][C@@H:3]([C@H:5]([C@@H:7]([C@@H:9]([CH2:11][OH:12])[OH:10])[OH:8])[OH:6])[OH:4].[NH2:13][C:14]1[CH:22]=[CH:21][C:17]([C:18]([OH:20])=[O:19])=[CH:16][CH:15]=1>[Ni]>[OH:4][CH:3]([CH:5]([OH:6])[CH:7]([OH:8])[CH:9]([OH:10])[CH2:11][OH:12])[CH2:2][NH:13][C:14]1[CH:22]=[CH:21][C:17]([C:18]([OH:20])=[O:19])=[CH:16][CH:15]=1. Procedure details: As starting materials D-glucose and p-amino-benzoic acid were used. The reductive amination was carried out using Raney nickel as catalyst and heating for 2 hours to 50° C. and for 3 hours to 70° C. The product obtained had a melting point of 111° to 112° C. Reactants: C(CCCC)[Mg]Br (pentylmagnesium bromide), C1(=CC=CC=C1)CCCC1CCN(CC1)CCC(CCCCC)=O (1-[4-(3-phenylpropyl)piperidin-1-yl]octan-3-one). Run in C1CCOC1 (THF). The product is C1(=CC=CC=C1)CCCC1CCN(CC1)CCC(CCCCC)(CCCCC)O (6-{2-[4-(3-phenylpropyl)piperidin-1-yl]ethyl}undecan-6-ol). As a reaction SMILES: [CH2:1]([Mg]Br)[CH2:2][CH2:3][CH2:4][CH3:5].[C:8]1([CH2:14][CH2:15][CH2:16][CH:17]2[CH2:22][CH2:21][N:20]([CH2:23][CH2:24][C:25](=[O:31])[CH2:26][CH2:27][CH2:28][CH2:29][CH3:30])[CH2:19][CH2:18]2)[CH:13]=[CH:12][CH:11]=[CH:10][CH:9]=1>C1COCC1>[C:8]1([CH2:14][CH2:15][CH2:16][CH:17]2[CH2:18][CH2:19][N:20]([CH2:23][CH2:24][C:25]([OH:31])([CH2:1][CH2:2][CH2:3][CH2:4][CH3:5])[CH2:26][CH2:27][CH2:28][CH2:29][CH3:30])[CH2:21][CH2:22]2)[CH:9]=[CH:10][CH:11]=[CH:12][CH:13]=1. Reported procedure: 1 equivalent of pentylmagnesium bromide was reacted with 1 equivalent of the compound obtained in Example 2, in anhydrous THF, under nitrogen, at room temperature. The product thus obtained was worked up and purified on a column of silica. The results of the NMR and mass spectrometry analyses were in accordance with the expected structure. Reactants: CCOC(C)=O, CCO, COC(=O)c1c[nH]c(-c2cc(Nc3cccc([N+](=O)[O-])c3)ccn2)c1. Yields the product COC(=O)c1c[nH]c(-c2cc(Nc3cccc(N)c3)ccn2)c1. RXN SMILES: [CH3:26][CH2:27][O:28][C:29]([CH3:30])=[O:31].[CH3:32][CH2:33][OH:34].[N+:1]([O-:2])(=[O:3])[c:4]1[cH:5][c:6]([NH:10][c:11]2[cH:12][c:13](-[c:17]3[cH:18][c:19]([C:22](=[O:23])[O:24][CH3:25])[cH:20][nH:21]3)[n:14][cH:15][cH:16]2)[cH:7][cH:8][cH:9]1>>[NH2:1][c:4]1[cH:5][c:6]([NH:10][c:11]2[cH:12][c:13](-[c:17]3[cH:18][c:19]([C:22](=[O:23])[O:24][CH3:25])[cH:20][nH:21]3)[n:14][cH:15][cH:16]2)[cH:7][cH:8][cH:9]1. Reactants: C(C)OC(=O)C=1N=C(OC1)C=1OC2=C(C1C)C(=CC=C2)OCCCN(C(C)(C)C)C(=O)OCC2=CC=CC=C2 (2-{4-[3-(Benzyloxycarbonyl-tert-butyl-amino)-propoxy]-3-methyl-benzofuran-2-yl}-oxazole-4-carboxylic acid ethyl ester). Reagents/catalysts: [Pd] (palladium on carbon). Run in CO (methanol). Product: C(C)OC(=O)C=1N=C(OC1)C=1OC2=C(C1C)C(=CC=C2)OCCCNC(C)(C)C (2-{4-[3-(tert-butylamino)-propoxy]-3-methyl-benzofuran-2-yl}-oxazole-4-carboxylic acid ethyl ester), solid. As a reaction SMILES: [CH2:1]([O:3][C:4]([C:6]1[N:7]=[C:8]([C:11]2[O:12][C:13]3[CH:20]=[CH:19][CH:18]=[C:17]([O:21][CH2:22][CH2:23][CH2:24][N:25](C(OCC4C=CC=CC=4)=O)[C:26]([CH3:29])([CH3:28])[CH3:27])[C:14]=3[C:15]=2[CH3:16])[O:9][CH:10]=1)=[O:5])[CH3:2]>CO.[Pd]>[CH2:1]([O:3][C:4]([C:6]1[N:7]=[C:8]([C:11]2[O:12][C:13]3[CH:20]=[CH:19][CH:18]=[C:17]([O:21][CH2:22][CH2:23][CH2:24][NH:25][C:26]([CH3:27])([CH3:29])[CH3:28])[C:14]=3[C:15]=2[CH3:16])[O:9][CH:10]=1)=[O:5])[CH3:2]. Procedure: 2-{4-[3-(Benzyloxycarbonyl-tert-butyl-amino)-propoxy]-3-methyl-benzofuran-2-yl}-oxazole-4-carboxylic acid ethyl ester (20 mg) in methanol (5 ml) was treated with catalytic amount of 10% palladium on carbon under hydrogen atmosphere at room temperature for 18 hours. After filtration, evaporation and purification by silica gel column chromatography using 10:1 mixture of dichloromethane and methanol as an eluent, 2-{4-[3-(tert-butylamino)-propoxy]-3-methyl-benzofuran-2-yl}-oxazole-4-carboxylic acid... Reactants: BrCCCCBr, CCCC[N+](CCCC)(CCCC)CCCC, ClCCl, [Na+], [OH-], CN(CC1CCC(CO)CC1)S(=O)(=O)c1ccc(C(F)(F)F)cc1, O=S(=O)([O-])O. Yields the product CN(CC1CCC(COCCCCBr)CC1)S(=O)(=O)c1ccc(C(F)(F)F)cc1. As a reaction SMILES: [Br:25][CH2:26][CH2:27][CH2:28][CH2:29][Br:30].[CH2:41]([N+:42]([CH2:43][CH2:44][CH2:45][CH3:46])([CH2:47][CH2:48][CH2:49][CH3:50])[CH2:51][CH2:52][CH2:53][CH3:54])[CH2:55][CH2:56][CH3:57].[Cl:31][CH2:32][Cl:33].[Na+:35].[OH-:34].[OH:1][CH2:2][CH:3]1[CH2:4][CH2:5][CH:6]([CH2:9][N:10]([S:11](=[O:12])(=[O:13])[c:14]2[cH:15][cH:16][c:17]([C:20]([F:21])([F:22])[F:23])[cH:18][cH:19]2)[CH3:24])[CH2:7][CH2:8]1.[S:36]([O-:37])([OH:38])(=[O:39])=[O:40]>>[O:1]([CH2:2][CH:3]1[CH2:4][CH2:5][CH:6]([CH2:9][N:10]([S:11](=[O:12])(=[O:13])[c:14]2[cH:15][cH:16][c:17]([C:20]([F:21])([F:22])[F:23])[cH:18][cH:19]2)[CH3:24])[CH2:7][CH2:8]1)[CH2:29][CH2:28][CH2:27][CH2:26][Br:25]. The reactants are P(O)(O)(O)=O (phosphoric acid), [OH-].[Ca+2].[OH-] (calcium hydroxide). The product is P(=O)(O)(O)[O-].[Ca+2].P(=O)(O)(O)[O-] (calcium dihydrogenphosphate). RXN SMILES: [P:1](=[O:5])([OH:4])([OH:3])[OH:2].[OH-].[Ca+2:7].[OH-]>>[P:1]([O-:5])([OH:4])([OH:3])=[O:2].[Ca+2:7].[P:1]([O-:5])([OH:4])([OH:3])=[O:2] |f:1.2.3,4.5.6|. Reported procedure: According to an advantageous embodiment of the invention, the method comprises a mixing of phosphoric acid with an aqueous suspension of calcium hydroxide, a formation of a first precipitate of calcium monohydrogenphosphate (DCP), a separation between the first precipitate and an aqueous solution of calcium dihydrogenphosphate (MCP), an addition to this aqueous solution of a strong base and a separation between a second precipitate and a clear solution of calcium dihydrogenphosphate (MCP), formi...